Task: describe an organic reaction: reactants, conditions, products, and yield. Dataset: the Open Reaction Database (ORD), a public repository of structured organic reaction records Starting materials: Cl (hydrochloric acid), COC=1C=C2CCC(C2=CC1)=O (5-methoxy-1-indanone), N1C(CC2=CC=CC=C12)=O (oxindole), N1CCCCC1 (piperidine). The solvent is CN(C=O)C (dimethylforamide). Conditions: temperature 130 celsius. Yields the product COC=1C=C2CCC(C2=CC1)=C1C(NC2=CC=CC=C12)=O (3-(5-methoxyindan-1-ylidene)-1,3-dihydroindol-2-one). Isolated yield 2.3%. As a reaction SMILES: [CH3:1][O:2][C:3]1[CH:4]=[C:5]2[C:9](=[CH:10][CH:11]=1)[C:8](=O)[CH2:7][CH2:6]2.[NH:13]1[C:21]2[C:16](=[CH:17][CH:18]=[CH:19][CH:20]=2)[CH2:15][C:14]1=[O:22].N1CCCCC1.Cl>CN(C)C=O>[CH3:1][O:2][C:3]1[CH:4]=[C:5]2[C:9](=[CH:10][CH:11]=1)[C:8](=[C:15]1[C:16]3[C:21](=[CH:20][CH:19]=[CH:18][CH:17]=3)[NH:13][C:14]1=[O:22])[CH2:7][CH2:6]2. Procedure: A mixture of 0.5 g 5-methoxy-1-indanone, 1.23 g oxindole and 2.7 ml piperidine in 4 ml dimethylforamide was heated in a sealed tube at 130° C. for 3 days to yield a greenish-black suspension. The mixture was added to 1N hydrochloric acid solution and extracted with ethyl acetate. The organic layer was washed with brine, dried over magnesium sulfate and concentrated. Chromatography afforded 20 mg of 3-(5-methoxyindan-1-ylidene)-1,3-dihydroindol-2-one as a brown solid.